Dataset: the Open Reaction Database (ORD), a public repository of structured organic reaction records. Task: describe an organic reaction: reactants, conditions, products, and yield The reactants are [BH4-], CO, O=Cc1cccc(OCC2CC2)c1, [Na+]. Yields the product OCc1cccc(OCC2CC2)c1. RXN SMILES: [BH4-:1].[CH3:16][OH:17].[CH:3]1([CH2:6][O:7][c:8]2[cH:9][c:10]([CH:11]=[O:12])[cH:13][cH:14][cH:15]2)[CH2:4][CH2:5]1.[Na+:2]>>[CH:3]1([CH2:6][O:7][c:8]2[cH:9][c:10]([CH2:11][OH:12])[cH:13][cH:14][cH:15]2)[CH2:4][CH2:5]1. Reactants: OCCNC1CCCCC1, O=C(C=Cc1ccc(CCl)cc1)Nc1ccc(-c2ccc(Cl)cc2)cc1, CN(C)C=O. Yields the product O=C(C=Cc1ccc(CN(CCO)C2CCCCC2)cc1)Nc1ccc(-c2ccc(Cl)cc2)cc1. RXN SMILES: [CH:1]1([NH:7][CH2:8][CH2:9][OH:10])[CH2:2][CH2:3][CH2:4][CH2:5][CH2:6]1.[Cl:11][c:12]1[cH:13][cH:14][c:15](-[c:18]2[cH:19][cH:20][c:21]([NH:24][C:25]([CH:26]=[CH:27][c:28]3[cH:29][cH:30][c:31]([CH2:34][Cl:35])[cH:32][cH:33]3)=[O:36])[cH:22][cH:23]2)[cH:16][cH:17]1.[O:37]=[CH:38][N:39]([CH3:40])[CH3:41]>>[CH:1]1([N:7]([CH2:8][CH2:9][OH:10])[CH2:34][c:31]2[cH:30][cH:29][c:28]([CH:27]=[CH:26][C:25]([NH:24][c:21]3[cH:20][cH:19][c:18](-[c:15]4[cH:14][cH:13][c:12]([Cl:11])[cH:17][cH:16]4)[cH:23][cH:22]3)=[O:36])[cH:33][cH:32]2)[CH2:2][CH2:3][CH2:4][CH2:5][CH2:6]1. The reactants are ClC1=C(C=CC(=C1OC)OC)C(=O)N(CCC(C)C)CC1=NC=C(N1C)C ((2-chloro-3,4-dimethoxyphenyl)-N-(3,4-dimethylimidazol-2-yl)methyl-N-(3-methylbutyl)carboxamide), COC1=C(CCl)C=CC=C1 (2-methoxybenzyl chloride), CN(C=O)C (dimethylformamide), [OH-].[K+] (KOH). Run in O (water). Reaction conditions: temperature 40 celsius, time 20 hour. The product is ClC1=C(C=CC(=C1OC)OC)C(=O)N(CCC(C)C)CC=1N(C(=C(N1)C)C)CC1=C(C=CC=C1)OC ((2-Chloro-3,4-dimethoxyphenyl)-N-({1-[(2-methoxyphenyl)methyl]-4,5-dimethylimidazol-2-yl}methyl)-N-(3-methylbutyl)carboxamide). Isolated yield 67.0%. As a reaction SMILES: [Cl:1][C:2]1[C:7]([O:8][CH3:9])=[C:6]([O:10][CH3:11])[CH:5]=[CH:4][C:3]=1[C:12]([N:14]([CH2:20][C:21]1[N:25]([CH3:26])[C:24]([CH3:27])=[CH:23][N:22]=1)[CH2:15][CH2:16][CH:17]([CH3:19])[CH3:18])=[O:13].[CH3:28][O:29][C:30]1[CH:37]=[CH:36][CH:35]=[CH:34][C:31]=1CCl.[CH3:38]N(C)C=O.[OH-].[K+]>O>[Cl:1][C:2]1[C:7]([O:8][CH3:9])=[C:6]([O:10][CH3:11])[CH:5]=[CH:4][C:3]=1[C:12]([N:14]([CH2:20][C:21]1[N:25]([CH2:26][C:31]2[CH:34]=[CH:35][CH:36]=[CH:37][C:30]=2[O:29][CH3:28])[C:24]([CH3:27])=[C:23]([CH3:38])[N:22]=1)[CH2:15][CH2:16][CH:17]([CH3:19])[CH3:18])=[O:13] |f:3.4|. Reported procedure: A mixture of 0.74 g (1.9 mmol) of (2-chloro-3,4-dimethoxyphenyl)-N-(3,4-dimethylimidazol-2-yl)methyl-N-(3-methylbutyl)carboxamide, 0.94 g (6.0 mmol) of 2-methoxybenzyl chloride, 10 mL of dimethylformamide and 0.63 mL (8.0 mmol) of 50% KOH is stirred vigorously under nitrogen at 40° C. for 20 h. The reaction mixture is poured into 100 mL of water and extracted with 50 mL of chloroform. The extract is washed with 100 mL of water, and the solvent is evaporated under reduced pressure. The residue is... The reactants are C(CCC)N(C(=O)C=1N=CN(C1C1=C(C=C(C(=O)O)C=C1)C(=O)N1CC2=CC=CC=C2CC1)C)CCCC (4-(4-(dibutylcarbamoyl)-1-methyl-1H-imidazol-5-yl)-3-(1,2,3,4-tetrahydroisoquinoline-2-carbonyl)benzoic acid), ClC1=C2C=CC(=CC2=C(C=C1)Cl)S(=O)(=O)N (5,8-Dichloronaphthalene-2-sulfonamide), ClC1=C2C=CC(=CC2=C(C=C1)Cl)S(=O)(=O)N (5,8-Dichloronaphthalene-2-sulfonamide). Product: C(CCC)N(C(=O)C=1N=CN(C1C1=C(C=C(C=C1)C(NS(=O)(=O)C1=CC2=C(C=CC=C2C=C1)Cl)=O)C(=O)N1CC2=CC=CC=C2CC1)C)CCCC (N,N-Dibutyl-5-(4-(8-chloronaphthalen-2-ylsulfonylcarbamoyl)-2-(1,2,3,4-tetrahydroisoquinoline-2-carbonyl)phenyl)-1-methyl-1H-imidazole-4-carboxamide). Yield: 12.1%. As a reaction SMILES: [CH2:1]([N:5]([CH2:35][CH2:36][CH2:37][CH3:38])[C:6]([C:8]1[N:9]=[CH:10][N:11]([CH3:34])[C:12]=1[C:13]1[CH:21]=[CH:20][C:16]([C:17](O)=[O:18])=[CH:15][C:14]=1[C:22]([N:24]1[CH2:33][CH2:32][C:31]2[C:26](=[CH:27][CH:28]=[CH:29][CH:30]=2)[CH2:25]1)=[O:23])=[O:7])[CH2:2][CH2:3][CH3:4].Cl[C:40]1[CH:49]=[CH:48][C:47]([Cl:50])=[C:46]2[C:41]=1[CH:42]=[CH:43][C:44]([S:51]([NH2:54])(=[O:53])=[O:52])=[CH:45]2>>[CH2:1]([N:5]([CH2:35][CH2:36][CH2:37][CH3:38])[C:6]([C:8]1[N:9]=[CH:10][N:11]([CH3:34])[C:12]=1[C:13]1[CH:21]=[CH:20][C:16]([C:17](=[O:18])[NH:54][S:51]([C:44]2[CH:43]=[CH:42][C:41]3[C:46](=[C:47]([Cl:50])[CH:48]=[CH:49][CH:40]=3)[CH:45]=2)(=[O:53])=[O:52])=[CH:15][C:14]=1[C:22]([N:24]1[CH2:33][CH2:32][C:31]2[C:26](=[CH:27][CH:28]=[CH:29][CH:30]=2)[CH2:25]1)=[O:23])=[O:7])[CH2:2][CH2:3][CH3:4]. Procedure details: Following a procedure analogous to that for the synthesis of Example 265, 4-(4-(dibutylcarbamoyl)-1-methyl-1H-imidazol-5-yl)-3-(1,2,3,4-tetrahydroisoquinoline-2-carbonyl)benzoic acid (150 mg, 0.29 mmol) and 8-chloronaphthalene-2-sulfonamide (Intermediate 5, 140 mg, 0.58 mmol) were converted to the title compound (26 mg, 12%). 1H NMR (CD3OD, 1:1 mixture of amide rotamers) δ 8.99 (s, 1H), 8.18-8.09 (m, 3H), 8.05 (dd, J=8.4, 2.0 Hz, 1H), 7.94-7.91 (m, 1H), 7.72 (dd, J=7.2, 1.2 Hz, 1H), 7.69 (s, 0.5... Starting materials: ClC=1C=C(C=CC1)NC(=C(C(=O)N)C#N)SC (3-((3-chlorophenyl)amino)-2-cyano-3-(methylthio)acrylamide), O.NN (hydrazine hydrate). Solvent: C(C)O (ethanol). Reaction conditions: temperature 75 celsius. The product is NC1=C(C(=NN1)NC1=CC(=CC=C1)Cl)C(=O)N (5-amino-3-((3-chlorophenyl)amino)-1H-pyrazole-4-carboxamide). Yield: 83.0%. As a reaction SMILES: [Cl:1][C:2]1[CH:3]=[C:4]([NH:8][C:9](SC)=[C:10]([C:14]#[N:15])[C:11]([NH2:13])=O)[CH:5]=[CH:6][CH:7]=1.[OH2:18].[NH2:19][NH2:20]>C(O)C>[NH2:13][C:11]1[NH:20][N:19]=[C:9]([NH:8][C:4]2[CH:5]=[CH:6][CH:7]=[C:2]([Cl:1])[CH:3]=2)[C:10]=1[C:14]([NH2:15])=[O:18] |f:1.2|. Procedure: 3-((3-chlorophenyl)amino)-2-cyano-3-(methylthio)acrylamide (6.00 g) was suspended in 100 mL of ethanol and hydrazine hydrate (1.478 mL, 1.5 eq.) was added drop wise to the reaction. Reaction was then heated at 75° C. until the starting material was no longer present and confirmed via HPLC. Once starting material was absent (18 hrs), reaction was brought to room temperature and filtered to obtain 5-amino-3-((3-chlorophenyl)amino)-1H-pyrazole-4-carboxamide as an off white to yellow powder. Product...